This data is from the Open Reaction Database (ORD), a public repository of structured organic reaction records. The task is: describe an organic reaction: reactants, conditions, products, and yield Reactants: C(#C)C1(OC2=C(CC1)C(=C(C(=C2C)C)O)C)C (rac-3,4-dihydro-2-ethynyl-2,5,7,8-tetramethyl-2H-1-benzopyran-6-ol), BrC1=CC(=C(C=C1)F)F (1-bromo-3,4-difluorobenzene). The product is FC=1C=C(C=CC1F)C#CC1(OC2=C(CC1)C(=C(C(=C2C)C)O)C)C (rac-2-[(3,4-Difluorophenyl)ethynyl]-3,4-dihydro-2,5,7,8-tetramethyl-2H-1-benzopyran-6-ol). As a reaction SMILES: [C:1]([C:3]1([CH3:17])[CH2:8][CH2:7][C:6]2[C:9]([CH3:16])=[C:10]([OH:15])[C:11]([CH3:14])=[C:12]([CH3:13])[C:5]=2[O:4]1)#[CH:2].Br[C:19]1[CH:24]=[CH:23][C:22]([F:25])=[C:21]([F:26])[CH:20]=1>>[F:25][C:22]1[CH:23]=[C:24]([C:2]#[C:1][C:3]2([CH3:17])[CH2:8][CH2:7][C:6]3[C:9]([CH3:16])=[C:10]([OH:15])[C:11]([CH3:14])=[C:12]([CH3:13])[C:5]=3[O:4]2)[CH:19]=[CH:20][C:21]=1[F:26]. Procedure: Reaction of rac-3,4-dihydro-2-ethynyl-2,5,7,8-tetramethyl-2H-1-benzopyran-6-ol with 1-bromo-3,4-difluorobenzene under the conditions described in Example 26 and extending the reaction time to 42 hours gave after chromatographic isolation (40 fold amount of silica gel using methylene chloride) and crystallization from petroleum ether colorless crystals of the title compound with m.p. 109°-112°. Reactants: amine, ClC=1C2=C(N=CN1)SC=C2 (4-chlorothieno[2,3-d]pyrimidine), C(C)O (ethanol), C([O-])([O-])=O (carbonate), C(C)(C)N(CC)C(C)C (diisopropylethylamine), C(C(C)[*:2])[*:1] (polypropylene). Solvent: C(C)#N (acetonitrile). Product: N1=CN=C(C2=C1SC=C2)N (thieno[2,3-d]pyrimidin-4-ylamine). As a reaction SMILES: Cl[C:2]1[C:3]2[CH:10]=[CH:9][S:8][C:4]=2[N:5]=[CH:6][N:7]=1.C(O)C.C(=O)([O-])[O-].C([N:21](C(C)C)CC)(C)C>C(#N)C>[N:5]1[C:4]2[S:8][CH:9]=[CH:10][C:3]=2[C:2]([NH2:21])=[N:7][CH:6]=1. Reported procedure: An amine (VIII) is added to a solution of the 4-chlorothieno[2,3-d]pyrimidine (VII) in either ethanol or a mixture of acetonitrile and a base (for example an alkaline carbonate or diisopropylethylamine) in a closable bottle. The bottle is closed with a polypropylene cap, and heated overnight in a conventional oven at a temperature comprised between 40° and 120° C., preferably between 60 and 85° C. After cooling, the solvent is removed under reduced pressure, and the residue is purified by flash ... Reactants: CC(=O)c1ccccc1, O=CO, O=C[O-], [Na+]. Yields the product CC(O)c1ccccc1. Reaction SMILES: [CH3:5][C:6](=[O:7])[c:8]1[cH:9][cH:10][cH:11][cH:12][cH:13]1.[CH:14]([OH:15])=[O:16].[CH:1]([O-:2])=[O:3].[Na+:4]>>[CH3:5][CH:6]([OH:7])[c:8]1[cH:9][cH:10][cH:11][cH:12][cH:13]1. Reactants: [Al+3], CC(C)CC(C)c1cc(C(F)(C(F)(F)F)C(F)(F)F)ccc1N, [H-], [H-], [H-], [H-], [Li+], [Mg+2], O=S(=O)([O-])[O-], C1CCOC1, O. Product: CC(C)CC(C)c1cc(C(C(F)(F)F)C(F)(F)F)ccc1N. RXN SMILES: [Al+3:3].[CH3:7][CH:8]([CH2:9][CH:10]([CH3:11])[CH3:12])[c:13]1[c:14]([NH2:15])[cH:16][cH:17][c:18]([C:20]([C:21]([F:22])([F:23])[F:24])([C:25]([F:26])([F:27])[F:28])[F:29])[cH:19]1.[H-:1].[H-:4].[H-:5].[H-:6].[Li+:2].[Mg+2:31].[O-:32][S:33](=[O:34])(=[O:35])[O-:36].[O:37]1[CH2:38][CH2:39][CH2:40][CH2:41]1.[OH2:30]>>[CH3:7][CH:8]([CH2:9][CH:10]([CH3:11])[CH3:12])[c:13]1[c:14]([NH2:15])[cH:16][cH:17][c:18]([CH:20]([C:21]([F:22])([F:23])[F:24])[C:25]([F:26])([F:27])[F:28])[cH:19]1. Reactants: Cc1cc(C)c(C=C2C(=O)Nc3ccccc32)[nH]1, [Cl-], C[N+](C)(C)CC(=O)Cl. Product: Cc1cc(C)c(C=C2C(=O)N(C(=O)C[N+](C)(C)C)c3ccccc32)[nH]1, [Cl-]. RXN SMILES: [CH3:1][c:2]1[c:3]([CH:8]=[C:9]2[C:10](=[O:18])[NH:11][c:12]3[cH:13][cH:14][cH:15][cH:16][c:17]32)[nH:4][c:5]([CH3:7])[cH:6]1.[Cl-:19].[Cl:20][C:21]([CH2:22][N+:23]([CH3:24])([CH3:25])[CH3:26])=[O:27]>>[CH3:1][c:2]1[c:3]([CH:8]=[C:9]2[C:10](=[O:18])[N:11]([C:21]([CH2:22][N+:23]([CH3:24])([CH3:25])[CH3:26])=[O:27])[c:12]3[cH:13][cH:14][cH:15][cH:16][c:17]32)[nH:4][c:5]([CH3:7])[cH:6]1.[Cl-:20]. The reactants are C1CCOC1, O=Cc1ccc(O)cc1, OCCCCCc1ccccc1, c1ccc(P(c2ccccc2)c2ccccc2)cc1. Product: O=Cc1ccc(OCCCCCc2ccccc2)cc1. As a reaction SMILES: [O:41]1[CH2:42][CH2:43][CH2:44][CH2:45]1.[OH:1][c:2]1[cH:3][cH:4][c:5]([CH:6]=[O:7])[cH:8][cH:9]1.[c:10]1([CH2:16][CH2:17][CH2:18][CH2:19][CH2:20][OH:21])[cH:11][cH:12][cH:13][cH:14][cH:15]1.[c:22]1([P:23]([c:24]2[cH:25][cH:26][cH:27][cH:28][cH:29]2)[c:30]2[cH:31][cH:32][cH:33][cH:34][cH:35]2)[cH:36][cH:37][cH:38][cH:39][cH:40]1>>[O:1]([c:2]1[cH:3][cH:4][c:5]([CH:6]=[O:7])[cH:8][cH:9]1)[CH2:20][CH2:19][CH2:18][CH2:17][CH2:16][c:10]1[cH:11][cH:12][cH:13][cH:14][cH:15]1. The reactants are COc1ccc2[nH]c(SCc3ncc(F)c(N4CCOCC4)c3C)nc2c1, O=C(OO)c1cccc(Cl)c1, ClCCl, N. Yields the product COc1ccc2[nH]c(S(=O)Cc3ncc(F)c(N4CCOCC4)c3C)nc2c1. RXN SMILES: [CH3:12][O:13][c:14]1[cH:15][c:16]2[c:17]([nH:18][c:19]([S:21][CH2:22][c:23]3[n:24][cH:25][c:26]([F:36])[c:27]([N:30]4[CH2:31][CH2:32][O:33][CH2:34][CH2:35]4)[c:28]3[CH3:29])[n:20]2)[cH:37][cH:38]1.[Cl:1][c:2]1[cH:3][cH:4][cH:5][c:6]([C:7]([O:8][OH:10])=[O:9])[cH:11]1.[Cl:40][CH2:41][Cl:42].[NH3:39]>>[O:9]=[S:21]([c:19]1[nH:18][c:17]2[c:16]([cH:15][c:14]([O:13][CH3:12])[cH:38][cH:37]2)[n:20]1)[CH2:22][c:23]1[n:24][cH:25][c:26]([F:36])[c:27]([N:30]2[CH2:31][CH2:32][O:33][CH2:34][CH2:35]2)[c:28]1[CH3:29].